describe an organic reaction: reactants, conditions, products, and yield From a dataset of the Open Reaction Database (ORD), a public repository of structured organic reaction records. The reactants are Cc1ccc(C)c(N2CCN(C(=O)C3CNC(=O)N3c3ccccc3)CC2)c1, O=S(=O)(Cl)c1ccccc1Cl, [H-], [Na+]. Product: Cc1ccc(C)c(N2CCN(C(=O)C3CN(S(=O)(=O)c4ccccc4Cl)C(=O)N3c3ccccc3)CC2)c1. RXN SMILES: [CH3:1][c:2]1[c:3]([N:9]2[CH2:10][CH2:11][N:12]([C:15](=[O:16])[CH:17]3[CH2:18][NH:19][C:20](=[O:28])[N:21]3[c:22]3[cH:23][cH:24][cH:25][cH:26][cH:27]3)[CH2:13][CH2:14]2)[cH:4][c:5]([CH3:8])[cH:6][cH:7]1.[Cl:31][c:32]1[c:33]([S:38](=[O:39])(=[O:40])[Cl:41])[cH:34][cH:35][cH:36][cH:37]1.[H-:29].[Na+:30]>>[CH3:1][c:2]1[c:3]([N:9]2[CH2:10][CH2:11][N:12]([C:15](=[O:16])[CH:17]3[CH2:18][N:19]([S:38]([c:33]4[c:32]([Cl:31])[cH:37][cH:36][cH:35][cH:34]4)(=[O:39])=[O:40])[C:20](=[O:28])[N:21]3[c:22]3[cH:23][cH:24][cH:25][cH:26][cH:27]3)[CH2:13][CH2:14]2)[cH:4][c:5]([CH3:8])[cH:6][cH:7]1. The reactants are CO, Cl, NO, COC(=O)c1nc2nc(CO)cc(S)n2n1. Product: O=C(NO)c1nc2nc(CO)cc(S)n2n1. As a reaction SMILES: [CH3:20][OH:21].[ClH:19].[NH2:17][OH:18].[OH:1][CH2:2][c:3]1[n:4][c:5]2[n:6]([c:7]([SH:9])[cH:8]1)[n:10][c:11]([C:13]([O:15][CH3:14])=[O:16])[n:12]2>>[OH:1][CH2:2][c:3]1[n:4][c:5]2[n:6]([c:7]([SH:9])[cH:8]1)[n:10][c:11]([C:13](=[O:15])[NH:17][OH:18])[n:12]2. The product is ClC=1C=C(C=CC1OC=1C=NC(=CC1)C)NC1=NC=NC2=CC=C(C=C12)/C=C/CNC(C)=O (E-N-(3-{4-[3-Chloro-4-(6-methyl-pyridin-3-yloxy)-phenylamino]-quinazolin-6-yl}-allyl)-acetamide). Starting materials: C(C)(=O)O (acetic acid), C1(CCCCC1)N=C=NC1CCCCC1 (dicyclohexylcarbodiimide), NC/C=C/C=1C=C2C(=NC=NC2=CC1)NC1=CC(=C(C=C1)OC=1C=NC(=CC1)C)Cl (E-[6-(3-amino-propenyl)-quinazolin-4-yl]-[3-chloro-4-(6-methyl-pyridin-3-yloxy)-phenyl]-amine). Reported procedure: A mixture of 14.4 μL (0.25 mmol) of acetic acid and 40.3 mg (0.33 mmol) of dicyclohexylcarbodiimide in 2 mL of methylene chloride were stirred for 10 minutes and treated with 100.3 mg of E-[6-(3-amino-propenyl)-quinazolin-4-yl]-[3-chloro-4-(6-methyl-pyridin-3-yloxy)-phenyl]-amine. The reaction was allowed to stir at room temperature overnight. The precipitate which formed was filtered and chromatographed on silica gel, eluting with 6-10% methanol/chloroform to afford 106 mg of the title compound... Yield: 96.0%. Reaction conditions: time 10 minute. RXN SMILES: [C:1]([OH:4])(=O)[CH3:2].C1(N=C=NC2CCCCC2)CCCCC1.[NH2:20][CH2:21]/[CH:22]=[CH:23]/[C:24]1[CH:25]=[C:26]2[C:31](=[CH:32][CH:33]=1)[N:30]=[CH:29][N:28]=[C:27]2[NH:34][C:35]1[CH:40]=[CH:39][C:38]([O:41][C:42]2[CH:43]=[N:44][C:45]([CH3:48])=[CH:46][CH:47]=2)=[C:37]([Cl:49])[CH:36]=1>C(Cl)Cl>[Cl:49][C:37]1[CH:36]=[C:35]([NH:34][C:27]2[C:26]3[C:31](=[CH:32][CH:33]=[C:24](/[CH:23]=[CH:22]/[CH2:21][NH:20][C:1](=[O:4])[CH3:2])[CH:25]=3)[N:30]=[CH:29][N:28]=2)[CH:40]=[CH:39][C:38]=1[O:41][C:42]1[CH:43]=[N:44][C:45]([CH3:48])=[CH:46][CH:47]=1. The solvent is C(Cl)Cl (methylene chloride).